This data is from the Open Reaction Database (ORD), a public repository of structured organic reaction records. The task is: describe an organic reaction: reactants, conditions, products, and yield Starting materials: BrCc1cc(Br)ccc1OCc1cccs1, CCNc1ccc(C(=O)OC)cn1, [Cl-], [H-], [NH4+], [Na+], CN(C)C=O. Yields the product CCN(Cc1cc(Br)ccc1OCc1cccs1)c1ccc(C(=O)OC)cn1. RXN SMILES: [Br:16][c:17]1[cH:18][cH:19][c:20]([O:25][CH2:26][c:27]2[s:28][cH:29][cH:30][cH:31]2)[c:21]([CH2:22][Br:23])[cH:24]1.[CH2:3]([CH3:4])[NH:5][c:6]1[n:7][cH:8][c:9]([C:12](=[O:13])[O:14][CH3:15])[cH:10][cH:11]1.[Cl-:32].[H-:1].[NH4+:33].[Na+:2].[O:34]=[CH:35][N:36]([CH3:37])[CH3:38]>>[CH2:3]([CH3:4])[N:5]([c:6]1[n:7][cH:8][c:9]([C:12](=[O:13])[O:14][CH3:15])[cH:10][cH:11]1)[CH2:22][c:21]1[c:20]([O:25][CH2:26][c:27]2[s:28][cH:29][cH:30][cH:31]2)[cH:19][cH:18][c:17]([Br:16])[cH:24]1. Reactants: FC1=C(C(=O)O)C=CC=C1C(F)(F)F (2-fluoro-3-trifluoromethylbenzoic acid), Cl.CNOC (N,O-dimethylhydroxylamine hydrochloride), C(C(=O)Cl)(=O)Cl (oxalyl chloride). Solvent: N1=CC=CC=C1 (pyridine). Product: FC1=C(C(=O)N(C)OC)C=CC=C1C(F)(F)F (2-fluoro-N-methoxy-N-methyl-3-(trifluoromethyl)benzamide). The yield is 99.5%. RXN SMILES: [F:1][C:2]1[C:10]([C:11]([F:14])([F:13])[F:12])=[CH:9][CH:8]=[CH:7][C:3]=1[C:4](O)=[O:5].Cl.[CH3:16][NH:17][O:18][CH3:19].C(Cl)(=O)C(Cl)=O>N1C=CC=CC=1>[F:1][C:2]1[C:10]([C:11]([F:14])([F:13])[F:12])=[CH:9][CH:8]=[CH:7][C:3]=1[C:4]([N:17]([O:18][CH3:19])[CH3:16])=[O:5] |f:1.2|. Reported procedure: Prepared according to Method A step A from 2-fluoro-3-trifluoromethylbenzoic acid (5.0 g, 24 mmol), N,O-dimethylhydroxylamine hydrochloride (3.4 g, 35 mmol), oxalyl chloride (2.18 mL, 25 mmol) and 6 mL of pyridine to give the title compound (6.0 g) as an oil. Used as is in the next prep Procedure details: 3,5-Bis-(3-methylphenyl)-4-methoxymethoxybenzoic acid ethyl ester was prepared as a white solid (4.2 g, 30%) in a similar manner to Step 1 of Example 143 from a 2:1 mixture of 3-bromo-4-methoxymethoxy-5-iodobenzoic acid ethyl ester and 3,5-dibromo4-methoxymethoxybenzoic acid ethyl ester. 1H NMR (CDCl3) δ1.17 (t, J=8.18 Hz, 3H); 2.4 (s, 6H); 2.66 (s, 3H); 4.36 (quartet, J=8.18 Hz, 2H); 4.40 (s, 2H); 7.11-7.20 (m, 2H); 7.20-7.40 (m, 6H); 8.00 (s, 2H). The reactants are solid, C(C)OC(C1=CC(=C(C(=C1)I)OCOC)Br)=O (3-bromo-4-methoxymethoxy-5-iodobenzoic acid ethyl ester), C(C)OC(C1=CC(=C(C(=C1)Br)OCOC)Br)=O (3,5-dibromo4-methoxymethoxybenzoic acid ethyl ester). The product is C(C)OC(C1=CC(=C(C(=C1)C1=CC(=CC=C1)C)OCOC)C1=CC(=CC=C1)C)=O (3,5-Bis-(3-methylphenyl)-4-methoxymethoxybenzoic acid ethyl ester). Reaction SMILES: [CH2:1]([O:3][C:4](=[O:17])[C:5]1[CH:10]=[C:9](I)[C:8]([O:12][CH2:13][O:14][CH3:15])=[C:7](Br)[CH:6]=1)[CH3:2].C(O[C:21](=O)[C:22]1[CH:27]=[C:26](Br)[C:25](OCOC)=[C:24](Br)[CH:23]=1)C>>[CH2:1]([O:3][C:4](=[O:17])[C:5]1[CH:10]=[C:9]([C:7]2[CH:8]=[CH:9][CH:10]=[C:5]([CH3:4])[CH:6]=2)[C:8]([O:12][CH2:13][O:14][CH3:15])=[C:7]([C:26]2[CH:25]=[CH:24][CH:23]=[C:22]([CH3:21])[CH:27]=2)[CH:6]=1)[CH3:2]. Reactants: CC(C)(OC(=O)N1CCN(CC1)C1=CC=C(S1)C(=O)OCCCC)C (n-butyl 5-(4-(1,1-dimethylethoxycarbonyl)-piperazin-1-yl)-thiophene-2-carboxylate), [OH-].[Na+] (NaOH), CO.O (MeOH H2O). Solvent: C1CCOC1 (THF). Run at time 2 day. Yields the product CC(C)(OC(=O)N1CCN(CC1)C1=CC=C(S1)C(=O)O)C (5-(4-(1,1-dimethylethoxycarbonyl)-piperazin-1-yl)-thiophene-2-carboxylic acid). As a reaction SMILES: [CH3:1][C:2]([CH3:25])([O:4][C:5]([N:7]1[CH2:12][CH2:11][N:10]([C:13]2[S:17][C:16]([C:18]([O:20]CCCC)=[O:19])=[CH:15][CH:14]=2)[CH2:9][CH2:8]1)=[O:6])[CH3:3].[OH-].[Na+].CO.O>C1COCC1>[CH3:3][C:2]([CH3:25])([O:4][C:5]([N:7]1[CH2:12][CH2:11][N:10]([C:13]2[S:17][C:16]([C:18]([OH:20])=[O:19])=[CH:15][CH:14]=2)[CH2:9][CH2:8]1)=[O:6])[CH3:1] |f:1.2,3.4|. Procedure: To a 50 ml round bottomed flask with a stirring bar was added n-butyl 5-(4-(1,1-dimethylethoxycarbonyl)-piperazin-1-yl)-thiophene-2-carboxylate (490 mg, 1.33 mmol) and 4.2 mL of a 2.5M NaOH solution in 3:1 MeOH/H2O. THF (2 mL) was added to keep the reaction homogeneous. The reaction was stirred at room temperature and followed by HPLC. After 2 days, the reaction was concentrated in vacuo, acidified with 10% citric acid and extracted with EtOAc (3×). The combined organics were washed with water (... Reactants: N[C@@H](CC(=O)[O-])C(=O)[O-] (aspartate), C(C(CO)(CO)N)O (Tris base), [Na+].N[C@@H](CCC(=O)[O-])C(=O)[O-].[Na+] (glutamic acid sodium salt), C(CN(CC(=O)[O-])CC(=O)[O-])N(CC(=O)[O-])CC(=O)[O-] (ethylenediaminetetraacetate), polyvinyl pyrrolidone, CC1=C(C(=C(C=N1)COP(=O)(O)O)C=O)O (pyridoxal phosphate), CCC(CC)COC(C1=CC=CC=C1)(C2=CC=CC=C2)C(=O)N(C)CC[NH+](C)C.[Cl-] (X-100), ( TX-100 ). Run in O (water). Yields the product C(CN(CC(=O)O)CC(=O)O)N(CC(=O)O)CC(=O)O (EDTA). As a reaction SMILES: C(O)C(N)(CO)CO.[Na+].N[C@H](C([O-])=O)CCC([O-])=O.[Na+].[CH2:21]([N:32]([CH2:37][C:38]([O-:40])=[O:39])[CH2:33][C:34]([O-:36])=[O:35])[CH2:22][N:23]([CH2:28][C:29]([O-:31])=[O:30])[CH2:24][C:25]([O-:27])=[O:26].CC1N=CC(COP(O)(O)=O)=C(C=O)C=1O.CCC(COC(C(N(CC[NH+](C)C)C)=O)(C1C=CC=CC=1)C1C=CC=CC=1)CC.[Cl-].N[C@H](C([O-])=O)CC([O-])=O>O>[CH2:22]([N:23]([CH2:28][C:29]([OH:31])=[O:30])[CH2:24][C:25]([OH:27])=[O:26])[CH2:21][N:32]([CH2:37][C:38]([OH:40])=[O:39])[CH2:33][C:34]([OH:36])=[O:35] |f:1.2.3,6.7|. Procedure: Dissolve 12.11 gm of Tris base, 50.72 gm of glutamic acid sodium salt, 1.86 gm of ethylenediaminetetraacetate (EDTA), 1.86 gm of polyvinyl pyrrolidone (PVP), 7.4 mg of pyridoxal phosphate (PP), and 50 mg of TRITON X-100 detergent (TX-100) in 1 liter of deionized water. Adjust the pH to 9.0. Add 1500 U of aspartate transaminase (AST) and mix well.